This data is from the Open Reaction Database (ORD), a public repository of structured organic reaction records. The task is: describe an organic reaction: reactants, conditions, products, and yield Product: Cc1cc2[nH]nc(-c3ccccc3)c2cc1N. As a reaction SMILES: [CH3:24][CH2:25][OH:26].[CH3:3][c:4]1[c:5]([N+:19]([O-:20])=[O:21])[cH:6][c:7]2[c:8](-[c:13]3[cH:14][cH:15][cH:16][cH:17][cH:18]3)[n:9][nH:10][c:11]2[cH:12]1.[ClH:2].[Fe:27].[NH4+:22].[OH-:23].[OH2:1]>>[CH3:3][c:4]1[c:5]([NH2:19])[cH:6][c:7]2[c:8](-[c:13]3[cH:14][cH:15][cH:16][cH:17][cH:18]3)[n:9][nH:10][c:11]2[cH:12]1. The reactants are CCO, Cc1cc2[nH]nc(-c3ccccc3)c2cc1[N+](=O)[O-], Cl, [Fe], [NH4+], [OH-], O. The reactants are C(C1=CC=CC=C1)C1C(CCC2=CC=C(C=C12)CNS(=O)(=O)CC)NC(OC(C)(C)C)=O (tert-Butyl 1-benzyl-7-(ethylsulfonamidomethyl)-1,2,3,4-tetrahydronaphthalen-2-ylcarbamate), FC(C(=O)O)(F)F (trifluoroacetic acid). Solvent: ClCCl (dichloromethane). The product is NC1CCC=2C=CC(=CC2C1CC1=CC=CC=C1)CNS(=O)(=O)CC (N-((7-amino-8-benzyl-5,6,7,8-tetrahydronaphthalen-2-yl)methyl)ethanesulfonamide). RXN SMILES: [CH2:1]([CH:8]1[C:17]2[C:12](=[CH:13][CH:14]=[C:15]([CH2:18][NH:19][S:20]([CH2:23][CH3:24])(=[O:22])=[O:21])[CH:16]=2)[CH2:11][CH2:10][CH:9]1[NH:25]C(=O)OC(C)(C)C)[C:2]1[CH:7]=[CH:6][CH:5]=[CH:4][CH:3]=1.FC(F)(F)C(O)=O>ClCCl>[NH2:25][CH:9]1[CH:8]([CH2:1][C:2]2[CH:7]=[CH:6][CH:5]=[CH:4][CH:3]=2)[C:17]2[CH:16]=[C:15]([CH2:18][NH:19][S:20]([CH2:23][CH3:24])(=[O:22])=[O:21])[CH:14]=[CH:13][C:12]=2[CH2:11][CH2:10]1. Procedure details: tert-Butyl 1-benzyl-7-(ethylsulfonamidomethyl)-1,2,3,4-tetrahydronaphthalen-2-ylcarbamate (0.652 g, 1.422 mmol) was dissolved in dichloromethane (5 mL) and trifluoroacetic acid (0.5 mL, 6.49 mmol) and stirred overnight at room temperature. The solution was evaporated and partitioned between saturated aqueous NaHCO3 and ethyl acetate. Water was extracted with ethyl acetate (2×30 mL). The collected organic extracts were dried on MgSO4 and evaporated under reduced pressure to give a brown oil. Reactants: N12CCCCCC2=NCCC1 (1,8-diazabicyclo[5,4,0]undec-7-ene), CC1=CC=CC=2SC=C(C21)CN2C(N(C1=C2C=CC=C1)CCC(=O)O)=O (3-[3-(4-Methyl-benzo[b]thiophen-3-ylmethyl)-2-oxo-2,3-dihydro-benzimidazol-1-yl]-propionic acid), C(=O)(N1C=NC=C1)N1C=NC=C1 (1,1′-carbonyl diimidazole), C1(=CC=CC=C1)S(=O)(=O)N (benzenesulfonamide), Cl (HCl). The solvent is O (water), C1CCOC1 (THF). Conditions: temperature 55 celsius, time 30 minute. Product: CC1=CC=CC=2SC=C(C21)CN2C(N(C1=C2C=CC=C1)CCC(=O)NS(=O)(=O)C1=CC=CC=C1)=O (N-{3-[3-(4-Methyl-benzo[b]thiophen-3-ylmethyl)-2-oxo-2,3-dihydro-benzimidazol-1-yl]-propionyl}-benzenesulfonamide). Yield: 59.3%. RXN SMILES: [CH3:1][C:2]1[C:10]2[C:9]([CH2:11][N:12]3[C:16]4[CH:17]=[CH:18][CH:19]=[CH:20][C:15]=4[N:14]([CH2:21][CH2:22][C:23](O)=[O:24])[C:13]3=[O:26])=[CH:8][S:7][C:6]=2[CH:5]=[CH:4][CH:3]=1.C(N1C=CN=C1)(N1C=CN=C1)=O.[C:39]1([S:45]([NH2:48])(=[O:47])=[O:46])[CH:44]=[CH:43][CH:42]=[CH:41][CH:40]=1.N12CCCN=C1CCCCC2.Cl>C1COCC1.O>[CH3:1][C:2]1[C:10]2[C:9]([CH2:11][N:12]3[C:16]4[CH:17]=[CH:18][CH:19]=[CH:20][C:15]=4[N:14]([CH2:21][CH2:22][C:23]([NH:48][S:45]([C:39]4[CH:44]=[CH:43][CH:42]=[CH:41][CH:40]=4)(=[O:47])=[O:46])=[O:24])[C:13]3=[O:26])=[CH:8][S:7][C:6]=2[CH:5]=[CH:4][CH:3]=1. Procedure details: 3-[3-(4-Methyl-benzo[b]thiophen-3-ylmethyl)-2-oxo-2,3-dihydro-benzimidazol-1-yl]-propionic acid (150 mg, 0.41 mmol) is dissolved in dry THF (3.0 mL) and 1,1′-carbonyl diimidazole (150 mg, 0.92 mmol) is added into it at room temperature. The mixture is stirred for 30 min and then it is heated at 55° C. for 1 hr. After the mixture is cooled down to room temperature, benzenesulfonamide (130 mg, 0.82 mmol) is added and after 10 min, 1,8-diazabicyclo[5,4,0]undec-7-ene (0.12 mL, 0.82 mmol) is added. T... The reactants are ClC1=C(C=CC(=C1)Cl)CC#N (2,4-dichlorophenylacetonitrile), Cl (hydrochloric acid), [Li]CCCC.CCCCCC (BuLi hexane), ClC1=C(OC=2C=CC(=C(OC(C(=O)Cl)C)C2)[N+](=O)[O-])C=CC(=C1)C(F)(F)F (2-[5-(2-chloro-4-trifluoromethylphenoxy)-2-nitrophenoxy]propionic acid chloride). Run in O1CCCC1 (THF), O1CCCC1 (THF), O1CCCC1 (tetrahydrofuran). Reaction conditions: temperature -78 celsius, time 30 minute. The product is ClC1=C(OC=2C=CC(=C(OC(C(C(C#N)C3=C(C=C(C=C3)Cl)Cl)=O)C)C2)[N+](=O)[O-])C=CC(=C1)C(F)(F)F (4-[5-(2-chloro-4-trifluoromethylphenoxy)-2-nitrophenoxy]-3-oxo-2-(2,4-dichlorophenyl)-pentanenitrile). RXN SMILES: [Cl:1][C:2]1[CH:7]=[C:6]([Cl:8])[CH:5]=[CH:4][C:3]=1[CH2:9][C:10]#[N:11].[Li]CCCC.CCCCCC.[Cl:23][C:24]1[CH:45]=[C:44]([C:46]([F:49])([F:48])[F:47])[CH:43]=[CH:42][C:25]=1[O:26][C:27]1[CH:28]=[CH:29][C:30]([N+:39]([O-:41])=[O:40])=[C:31]([CH:38]=1)[O:32][CH:33]([CH3:37])[C:34](Cl)=[O:35].Cl>O1CCCC1>[Cl:23][C:24]1[CH:45]=[C:44]([C:46]([F:47])([F:48])[F:49])[CH:43]=[CH:42][C:25]=1[O:26][C:27]1[CH:28]=[CH:29][C:30]([N+:39]([O-:41])=[O:40])=[C:31]([CH:38]=1)[O:32][CH:33]([CH3:37])[C:34](=[O:35])[CH:9]([C:3]1[CH:4]=[CH:5][C:6]([Cl:8])=[CH:7][C:2]=1[Cl:1])[C:10]#[N:11] |f:1.2|. Procedure details: A solution of 0.93 g of 2,4-dichlorophenylacetonitrile in 30 ml of anhydrous tetrahydrofuran (hereinafter abbreviated as "THF") was cooled to -78° C. To this solution was added 3.5 ml of a 1.6Mn BuLi-hexane solution. Then, a THF solution of 2.12 g of 2-[5-(2-chloro-4-trifluoromethylphenoxy)-2-nitrophenoxy]propionic acid chloride was added thereto dropwise. The mixed solution was stirred for 30 minutes, then acidified with a 10% hydrochloric acid aqueous solution, and extracted with ethyl acetate... Reactants: C(O)CN (ethanolamine), ClC1=C2C(=NC(=C1)C)C(=NN2)C2=CC=C(C=C2)Cl (7-chloro-5-methyl-3-(4-chlorophenyl)-1H-pyrazolo[4,3-b]pyridine). The solvent is C=1(C(=CC=CC1)C)C (xylene). Product: ClC1=CC=C(C=C1)C1=NNC=2C1=NC(=CC2NCCO)C (3-(4-Chlorophenyl)-7-(2-hydroxyethylamino)-5-methyl-1H-pyrazolo[4,3-b]pyridine). Reaction SMILES: [CH2:1]([CH2:3][NH2:4])[OH:2].Cl[C:6]1[CH:11]=[C:10]([CH3:12])[N:9]=[C:8]2[C:13]([C:16]3[CH:21]=[CH:20][C:19]([Cl:22])=[CH:18][CH:17]=3)=[N:14][NH:15][C:7]=12>C1(C)C(C)=CC=CC=1>[Cl:22][C:19]1[CH:18]=[CH:17][C:16]([C:13]2[C:8]3=[N:9][C:10]([CH3:12])=[CH:11][C:6]([NH:4][CH2:3][CH2:1][OH:2])=[C:7]3[NH:15][N:14]=2)=[CH:21][CH:20]=1. Reported procedure: A mixture of ethanolamine (5 ml) and 7-chloro-5-methyl-3-(4-chlorophenyl)-1H-pyrazolo[4,3-b]pyridine (D16) (0.6 g) were heated under reflux in xylene (10 ml) under nitrogen for 48 h. The mixture was evaporated to dryness in vacuo and dissolved in a mixture of water (40 ml) and methanol (60 ml). The pH of the solution was adjusted to ca. 12 with 10% sodium hydroxide solution and then the solution was evaporated to one third volume in vacuo. The resulting precipitate (0.6 g) was collected, washed ... Starting materials: oxime, S(=O)(=O)(O)O.C1(CCCCC1)NC1CCCCC1.C1(CCCCC1)NC1CCCCC1 (dicyclohexylamine hemisulfate), S(=O)(=O)([O-])[O-].[NH4+].[NH4+] (ammonium sulfate), S(=O)(=O)(O)O.C1(CCCCC1)N.C1(CCCCC1)N (cyclohexylamine hemisulfate). The product is S(=O)(=O)(O)O.C1(CCCCC1)N(O)C1CCCCC1.C1(CCCCC1)N(O)C1CCCCC1 (dicyclohexylhydroxylamine hemisulfate). As a reaction SMILES: [S:1]([O-:5])([O-:4])(=[O:3])=[O:2].[NH4+].[NH4+].S(O)(O)(=O)=[O:9].C1(N)CCCCC1.C1(N)CCCCC1.S(O)(O)(=O)=[O:28].[CH:32]1([NH:38][CH:39]2[CH2:44][CH2:43][CH2:42][CH2:41][CH2:40]2)[CH2:37][CH2:36][CH2:35][CH2:34][CH2:33]1.[CH:45]1([NH:51][CH:52]2[CH2:57][CH2:56][CH2:55][CH2:54][CH2:53]2)[CH2:50][CH2:49][CH2:48][CH2:47][CH2:46]1>>[S:1]([OH:5])([OH:4])(=[O:3])=[O:2].[CH:39]1([N:38]([CH:32]2[CH2:33][CH2:34][CH2:35][CH2:36][CH2:37]2)[OH:28])[CH2:40][CH2:41][CH2:42][CH2:43][CH2:44]1.[CH:52]1([N:51]([CH:45]2[CH2:46][CH2:47][CH2:48][CH2:49][CH2:50]2)[OH:9])[CH2:53][CH2:54][CH2:55][CH2:56][CH2:57]1 |f:0.1.2,3.4.5,6.7.8,9.10.11|. Procedure details: It can be seen from the NMR spectrum which is then measured that DCHAS has been formed. Traces of oxime, ammonium sulfate, CHAS, cyclohexylamine hemisulfate and dicyclohexylamine hemisulfate can be discerned as impurities in the NMR spectrum.